describe an organic reaction: reactants, conditions, products, and yield From a dataset of the Open Reaction Database (ORD), a public repository of structured organic reaction records. The reactants are [N+](=O)([O-])C=1C=C(C#N)C=CC1OCC1OC1 (3-Nitro-4-(2-oxiranylmethoxy)benzonitrile), C12CN(CC(CNC1)C2)C(=O)OC(C)(C)C (tert-Butyl 3,7-diazabicyclo[3.3.1]nonane-3-carboxylate), O (H2O). Run in CC(C)O (IPA). The product is C(#N)C1=CC(=C(OCC(CN2CC3CN(CC(C2)C3)C(=O)OC(C)(C)C)O)C=C1)[N+](=O)[O-] (tert-Butyl 7-[3-(4-cyano-2-nitrophenoxy)-2-hydroxypropyl]-3,7-diazabicyclo[3.3.1]nonane-3-carboxylate). Yield: 54.0%. RXN SMILES: [N+:1]([C:4]1[CH:5]=[C:6]([CH:9]=[CH:10][C:11]=1[O:12][CH2:13][CH:14]1[CH2:16][O:15]1)[C:7]#[N:8])([O-:3])=[O:2].[CH:17]12[CH2:25][CH:21]([CH2:22][NH:23][CH2:24]1)[CH2:20][N:19]([C:26]([O:28][C:29]([CH3:32])([CH3:31])[CH3:30])=[O:27])[CH2:18]2.O>CC(O)C>[C:7]([C:6]1[CH:9]=[CH:10][C:11]([O:12][CH2:13][CH:14]([OH:15])[CH2:16][N:23]2[CH2:24][CH:17]3[CH2:25][CH:21]([CH2:20][N:19]([C:26]([O:28][C:29]([CH3:32])([CH3:31])[CH3:30])=[O:27])[CH2:18]3)[CH2:22]2)=[C:4]([N+:1]([O-:3])=[O:2])[CH:5]=1)#[N:8]. Procedure details: 3-Nitro-4-(2-oxiranylmethoxy)benzonitrile (2.9 g; 13.2 mmol; from step (a) above) was added to a stirred solution of tert-butyl 3,7-diazabicyclo[3.3.1]nonane-3-carboxylate (3 g; 13.2 mmol; see Example F above) in IPA:H2O (12.5 mL; 9:1), and the reaction mixture was refluxed for 3 h. Concentration of the reaction mixture and purification by column chromatography (DCM:MeOH; 15:1) gave the title compound in a 54% yield. Reactants: OC(CNC(CO)(C)C)C (N-(2'-hydroxypropyl)-2-amino-2-methyl-1-propanol), N (ammonia). Reagents/catalysts: Ni Cu Cr. Run in O (water). Product: CC1(NCC(NC1)C)C (2,2,5-trimethylpiperazine). Yield: 48.0%. RXN SMILES: O[CH:2]([CH3:10])[CH2:3][NH:4][C:5]([CH3:9])([CH3:8])[CH2:6]O.[NH3:11]>O>[CH3:9][C:5]1([CH3:8])[CH2:6][NH:11][CH:2]([CH3:10])[CH2:3][NH:4]1. Procedure: In this example, a sample of 2,2,5-trimethylpiperazine was prepared by substantially following the procedure set forth in Example II. However, in this example, 120 g of crude N-(2'-hydroxypropyl)-2-amino-2-methyl-1-propanol, 90 g of water, 60 g of a Ni-Cu-Cr catalyst, and 102 g of ammonia were charged. GLC analysis showed that a 48% yield of 2,2,5-trimethylpiperazine was obtained with 55% dialkanolamine conversion.